This data is from the Open Reaction Database (ORD), a public repository of structured organic reaction records. The task is: describe an organic reaction: reactants, conditions, products, and yield Reactants: N#Cc1ccc(-c2cc(CBr)cc(C(F)(F)F)c2)cc1, O=C([O-])O, CC(C)(C)[O-], [K+], [Na+], C1CCOC1, CC(C)(C)OC(=O)N1CCC(CO)(c2ccncc2)CC1. Product: CC(C)(C)OC(=O)N1CCC(COCc2cc(-c3ccc(C#N)cc3)cc(C(F)(F)F)c2)(c2ccncc2)CC1. As a reaction SMILES: [Br:1][CH2:2][c:3]1[cH:4][c:5](-[c:13]2[cH:14][cH:15][c:16]([C:19]#[N:20])[cH:17][cH:18]2)[cH:6][c:7]([C:9]([F:10])([F:11])[F:12])[cH:8]1.[C:53](=[O:54])([OH:55])[O-:56].[CH3:42][C:43]([CH3:44])([O-:45])[CH3:46].[K+:47].[Na+:57].[O:48]1[CH2:49][CH2:50][CH2:51][CH2:52]1.[OH:21][CH2:22][C:23]1([c:36]2[cH:37][cH:38][n:39][cH:40][cH:41]2)[CH2:24][CH2:25][N:26]([C:29](=[O:30])[O:31][C:32]([CH3:33])([CH3:34])[CH3:35])[CH2:27][CH2:28]1>>[CH2:2]([c:3]1[cH:4][c:5](-[c:13]2[cH:14][cH:15][c:16]([C:19]#[N:20])[cH:17][cH:18]2)[cH:6][c:7]([C:9]([F:10])([F:11])[F:12])[cH:8]1)[O:21][CH2:22][C:23]1([c:36]2[cH:37][cH:38][n:39][cH:40][cH:41]2)[CH2:24][CH2:25][N:26]([C:29](=[O:30])[O:31][C:32]([CH3:33])([CH3:34])[CH3:35])[CH2:27][CH2:28]1. The solvent is ClCCl (dichloromethane). The reactants are FC1=C(C=C(C=C1)C)CN ((2-fluoro-5-methylphenyl)methanamine), C(C)(C)N(CC)C(C)C (diisopropylethylamine), C1(=CC=CC=C1)C(C(=O)Cl)CC (2-phenylbutanoyl chloride). RXN SMILES: [F:1][C:2]1[CH:7]=[CH:6][C:5]([CH3:8])=[CH:4][C:3]=1[CH2:9][NH2:10].C(N(C(C)C)CC)(C)C.[C:20]1([CH:26]([CH2:30][CH3:31])[C:27](Cl)=[O:28])[CH:25]=[CH:24][CH:23]=[CH:22][CH:21]=1>ClCCl>[F:1][C:2]1[CH:7]=[CH:6][C:5]([CH3:8])=[CH:4][C:3]=1[CH2:9][NH:10][C:27](=[O:28])[CH:26]([C:20]1[CH:25]=[CH:24][CH:23]=[CH:22][CH:21]=1)[CH2:30][CH3:31]. Run at time 30 minute. Yields the product FC1=C(CNC(C(CC)C2=CC=CC=C2)=O)C=C(C=C1)C (N-(2-fluoro-5-methylbenzyl)-2-phenylbutanamide). Procedure details: A solution of (2-fluoro-5-methylphenyl)methanamine (1-f, 50 mg, 0.26 mmol, Oakwood Products, Inc., West Columbia, S.C.) and diisopropylethylamine (88 uL, 0.52 mmol) in dichloromethane (1 mL) was treated at room temperature with 2-phenylbutanoyl chloride (1-a, 47 mg, 0.26 mmol). The reaction mixture was stirred for 30 min, partitioned between dichloromethane and 0.1N—NaOH. The aqueous layer was removed and the organic layer was washed with 0.1N—HCl. The aqueous layer was removed by filtering thro... The reactants are C(C)(C)N(CC)C(C)C (diisopropylethylamine), OC1=CC=CC=2NN=NC21 (hydroxybenzotriazole), Cl.C(C)N=C=NCCCN(C)C (1-ethyl-3-(3-dimethylaminopropyl)carbodiimide hydrochloride), C(C)(C)(C)OC(=O)CO[C@@H]1CC[C@H](CC1)C1=CC=C(C(=O)O)C=C1 (trans-4-(4-tert-butoxycarbonylmethoxycyclohexyl)benzoic acid), C(C1=CC=CC=C1)C1=NN=C(S1)N (5-benzyl-1,3,4-thiadiazol-2-amine), OC1=CC=CC=2NN=NC21 (hydroxybenzotriazole), Cl.C(C)N=C=NCCCN(C)C (1-ethyl-3-(3-dimethylaminopropyl)carbodiimide hydrochloride). The solvent is ClCCl (dichloromethane). Conditions: time 16 hour. Yields the product C(C1=CC=CC=C1)C1=NN=C(S1)NC(=O)C1=CC=C(C=C1)[C@@H]1CC[C@H](CC1)OCC(=O)OC(C)(C)C (tert-butyl trans-{4-[4-(5-benzyl[1.3.4]thiadiazol-2-ylcarbamoyl)phenyl]cyclohexyloxy}acetate). The yield is 9.9%. Reaction SMILES: [C:1]([O:5][C:6]([CH2:8][O:9][C@H:10]1[CH2:15][CH2:14][C@H:13]([C:16]2[CH:24]=[CH:23][C:19]([C:20](O)=[O:21])=[CH:18][CH:17]=2)[CH2:12][CH2:11]1)=[O:7])([CH3:4])([CH3:3])[CH3:2].C(N(C(C)C)CC)(C)C.OC1C2N=NNC=2C=CC=1.Cl.C(N=C=NCCCN(C)C)C.[CH2:56]([C:63]1[S:67][C:66]([NH2:68])=[N:65][N:64]=1)[C:57]1[CH:62]=[CH:61][CH:60]=[CH:59][CH:58]=1>ClCCl>[CH2:56]([C:63]1[S:67][C:66]([NH:68][C:20]([C:19]2[CH:23]=[CH:24][C:16]([C@H:13]3[CH2:12][CH2:11][C@H:10]([O:9][CH2:8][C:6]([O:5][C:1]([CH3:4])([CH3:3])[CH3:2])=[O:7])[CH2:15][CH2:14]3)=[CH:17][CH:18]=2)=[O:21])=[N:65][N:64]=1)[C:57]1[CH:58]=[CH:59][CH:60]=[CH:61][CH:62]=1 |f:3.4|. Procedure: 0.6 g of trans-4-(4-tert-butoxycarbonylmethoxycyclohexyl)benzoic acid (1.79 mmol, 1 eq.) is placed in 8 mL of dichloromethane with stirring. 0.7 mL of diisopropylethylamine (4.49 mmol, 2.5 eq.), 0.275 g of hydroxybenzotriazole (1.79 mmol, 1 eq.) and 0.413 g of 1-ethyl-3-(3-dimethylaminopropyl)carbodiimide hydrochloride (2.15 mmol, 1.2 eq.) are successively added, followed, after 10 minutes, by addition of 0.377 g of 5-benzyl-1,3,4-thiadiazol-2-amine (1.97 mmol, 1.1 eq.). After 16 hours, 0.137 g ... The reactants are BrC1=CC=C(CN([C@@H](C(C)C)C(=O)O)C(CCCC)=O)C=C1 (N-(4-bromobenzyl)-N-valeryl-L-valine), N1N=NN=C1C1=C(C=CC=C1)B(O)O (2-(1H-tetrazole-5-yl)phenylboronic acid). Run in palladiumtetrakistriphenylphosphine. The product is CCCCC(=O)N(CC=1C=CC(=CC1)C=2C=CC=CC2C=3NN=NN3)[C@@H](C(C)C)C(=O)O (Valsartan). RXN SMILES: Br[C:2]1[CH:22]=[CH:21][C:5]([CH2:6][N:7]([C:15](=[O:20])[CH2:16][CH2:17][CH2:18][CH3:19])[C@H:8]([C:12]([OH:14])=[O:13])[CH:9]([CH3:11])[CH3:10])=[CH:4][CH:3]=1.[NH:23]1[C:27]([C:28]2[CH:33]=[CH:32][CH:31]=[CH:30][C:29]=2B(O)O)=[N:26][N:25]=[N:24]1>>[CH3:19][CH2:18][CH2:17][CH2:16][C:15]([N:7]([C@H:8]([C:12]([OH:14])=[O:13])[CH:9]([CH3:11])[CH3:10])[CH2:6][C:5]1[CH:4]=[CH:3][C:2]([C:33]2[CH:32]=[CH:31][CH:30]=[CH:29][C:28]=2[C:27]2[NH:23][N:24]=[N:25][N:26]=2)=[CH:22][CH:21]=1)=[O:20]. Procedure details: WO 2005/102987 provides the reaction of 4-Bromobenzylic bromide and hydrochloride methylester of L-valine methylester in an aprotic solvent and organic or an inorganic base to give methylester of N-(4-bromobenzyl)-L-valine which is deprotected to give N-(4-bromobenzyl)-L-valine. This on acylation with valeryl chloride yields N-(4-bromobenzyl)-N-valeryl-L-valine. Valsartan is prepared by the reaction of N-(4-bromobenzyl)-N-valeryl-L-valine and 2-(1H-tetrazole-5-yl)phenylboronic acid in palladiumt...